Dataset: the Open Reaction Database (ORD), a public repository of structured organic reaction records. Task: describe an organic reaction: reactants, conditions, products, and yield Reactants: [N+](=O)([O-])C1=C(C=CC=C1)N1NCCN(CC1)C1=CC=CC=C1 (Hexahydro-1-(2-nitrophenyl)-5-phenyl-1H-1,2,5-triazepine), COCCOC (1,2-dimethoxyethane). The reagents and catalysts are [Pd] (palladium on carbon). The product is C1(=CC=CC=C1)N1CCN2N(C3=C(NC2=O)C=CC=C3)CC1 (2,3,4,5-Tetrahydro-3-Phenyl-1H-[1,2,5]Triazepino[1,2-a][1,2,4]Benzotriazine-7(8H)-One). As a reaction SMILES: [N+:1]([C:4]1[CH:9]=[CH:8][CH:7]=[CH:6][C:5]=1[N:10]1[CH2:16][CH2:15][N:14]([C:17]2[CH:22]=[CH:21][CH:20]=[CH:19][CH:18]=2)[CH2:13][CH2:12][NH:11]1)([O-])=O.[CH3:23][O:24]CCOC>[Pd]>[C:17]1([N:14]2[CH2:15][CH2:16][N:10]3[C:5]4[CH:6]=[CH:7][CH:8]=[CH:9][C:4]=4[NH:1][C:23](=[O:24])[N:11]3[CH2:12][CH2:13]2)[CH:22]=[CH:21][CH:20]=[CH:19][CH:18]=1. Procedure: Hexahydro-1-(2-nitrophenyl)-5-phenyl-1H-1,2,5-triazepine (10.0 g) in 1,2-dimethoxyethane (500 ml) was hydrogenated over 10% palladium on carbon (2 g) at atmospheric pressure and room temperature until theoretical uptake was achieved. The mixture was filtered through Celite and the filter pad was washed with 1,2-dimethoxyethane. The filtrate was evaporated to approximately 100 ml and 1,1'-carbonyl-diimidazole (11 g) was added. The mixture, protected from moisture, was swirled and heated under ref... Reaction SMILES: [CH3:35][C:36](=[O:37])[OH:38].[CH3:41][OH:42].[H:39][H:40].[c:1]1([CH2:2][O:3][C:4](=[O:5])[NH:11][CH2:12][CH2:13][c:14]2[o:15][c:16](-[c:25]3[cH:26][cH:27][c:28]([S:31](=[O:32])(=[O:33])[NH2:34])[cH:29][cH:30]3)[c:17](-[c:19]3[cH:20][cH:21][cH:22][cH:23][cH:24]3)[n:18]2)[cH:6][cH:7][cH:8][cH:9][cH:10]1>>[NH2:11][CH2:12][CH2:13][c:14]1[o:15][c:16](-[c:25]2[cH:26][cH:27][c:28]([S:31](=[O:32])(=[O:33])[NH2:34])[cH:29][cH:30]2)[c:17](-[c:19]2[cH:20][cH:21][cH:22][cH:23][cH:24]2)[n:18]1. Starting materials: CC(=O)O, CO, [H][H], NS(=O)(=O)c1ccc(-c2oc(CCNC(=O)OCc3ccccc3)nc2-c2ccccc2)cc1. Product: NCCc1nc(-c2ccccc2)c(-c2ccc(S(N)(=O)=O)cc2)o1. The reactants are CN(C1=C2NC=NC2=NC=N1)C (6-dimethylaminopurine), C([O-])([O-])=O.[K+].[K+] (potassium carbonate), ClC1=C(CCl)C(=CC=C1)F (2-chloro-6-fluorobenzyl chloride). Run in CN(C(C)=O)C (N,N-dimethylacetamide). The product is ClC1=C(CN2C3=NC=NC(=C3N=C2)N(C)C)C(=CC=C1)F (9-(2-chloro-6-fluorobenzyl)-6-dimethylaminopurine). Yield: 62.2%. RXN SMILES: [CH3:1][N:2]([CH3:12])[C:3]1[N:11]=[CH:10][N:9]=[C:8]2[C:4]=1[NH:5][CH:6]=[N:7]2.C(=O)([O-])[O-].[K+].[K+].[Cl:19][C:20]1[CH:27]=[CH:26][CH:25]=[C:24]([F:28])[C:21]=1[CH2:22]Cl>CN(C)C(=O)C>[Cl:19][C:20]1[CH:27]=[CH:26][CH:25]=[C:24]([F:28])[C:21]=1[CH2:22][N:7]1[CH:6]=[N:5][C:4]2[C:8]1=[N:9][CH:10]=[N:11][C:3]=2[N:2]([CH3:12])[CH3:1] |f:1.2.3|. Reported procedure: In a procedure analogous to that of Example 9, by using 1.63 g of 6-dimethylaminopurine, 1.38 g of potassium carbonate, 50 ml of N,N-dimethylacetamide and 3.58 g of 2-chloro-6-fluorobenzyl chloride, there was obtained 1.9 g of 9-(2-chloro-6-fluorobenzyl)-6-dimethylaminopurine as colorless needles (yield: 62%); m.p. 134°-135° C. Conditions: time 2 hour. The reactants are C(C1=CC=CC=C1)O[C@@H]1[C@@]2(C(O[C@]([C@@H]([C@H]1OCC1=CC=CC=C1)OCC1=CC=CC=C1)(O2)C2=CC(=C(C=C2)Cl)CC2=CC=C(C=C2)OCC)(C)C)CO ([(1R,2S,3S,4R,5S)-2,3,4-tribenzyloxy-5-[4-chloro-3-[(4-ethoxyphenyl)methyl]phenyl]-7,7-dimethyl-6,8-dioxabicyclo[3.2.1]octan-1-yl]methanol), ClC1=C(C=CC=C1)Cl (o-dichlorobenzene). Solvent: CO.O1CCCC1 (methanol tetrahydrofuran). Procedure details: To a solution of [(1R,2S,3S,4R,5S)-2,3,4-tribenzyloxy-5-[4-chloro-3-[(4-ethoxyphenyl)methyl]phenyl]-7,7-dimethyl-6,8-dioxabicyclo[3.2.1]octan-1-yl]methanol 9d (50.00 mg, 0.07 mmol) in a methanol/tetrahydrofuran mixture (v/v=4/1, 5 mL) were added o-dichlorobenzene (0.04 mL, 0.35 mmol) and 10% Pd/C (42.40 mg, 0.04 mmol) at room temperature. The mixture was stirred at room temperature under H2 for 2 hours and filtered. The filtrate was concentrated in vacuo. The residue was purified by silica gel c... Reaction SMILES: C([O:8][C@H:9]1[C@H:15]([O:16]CC2C=CC=CC=2)[C@@H:14]([O:24]CC2C=CC=CC=2)[C@:13]2([C:33]3[CH:38]=[CH:37][C:36]([Cl:39])=[C:35]([CH2:40][C:41]4[CH:46]=[CH:45][C:44]([O:47][CH2:48][CH3:49])=[CH:43][CH:42]=4)[CH:34]=3)[O:32][C@@:10]1([CH2:52][OH:53])[C:11]([CH3:51])([CH3:50])[O:12]2)C1C=CC=CC=1.ClC1C=CC=CC=1Cl>[Pd].CO.O1CCCC1>[Cl:39][C:36]1[CH:37]=[CH:38][C:33]([C@@:13]23[O:32][C@@:10]([CH2:52][OH:53])([C:11]([CH3:51])([CH3:50])[O:12]2)[C@@H:9]([OH:8])[C@H:15]([OH:16])[C@H:14]3[OH:24])=[CH:34][C:35]=1[CH2:40][C:41]1[CH:42]=[CH:43][C:44]([O:47][CH2:48][CH3:49])=[CH:45][CH:46]=1 |f:3.4|. Product: ClC1=C(C=C(C=C1)[C@]12[C@@H]([C@H]([C@@H]([C@](C(O1)(C)C)(O2)CO)O)O)O)CC2=CC=C(C=C2)OCC ((1R,2S,3S,4R,5S)-5-[4-chloro-3-[(4-ethoxyphenyl)methyl]phenyl]-1-(hydroxymethyl)-7,7-dimethyl-6,8-dioxabicyclo[3.2.1]octane-2,3,4-triol). The yield is 39.9%. Reagents/catalysts: [Pd] (Pd/C).